The task is: describe an organic reaction: reactants, conditions, products, and yield. This data is from the Open Reaction Database (ORD), a public repository of structured organic reaction records. Reactants: NC1=CC=NN1CC (5-amino-1-ethylpyrazole), C(C)OC(C)=C(C(=O)OCC)C(=O)OCC (diethyl 2-(1-ethoxyethylidene)malonate), P(=O)(Cl)(Cl)Cl (Phosphorous oxychloride). Conditions: temperature 150 celsius. Yields the product ClC1=C2C(=NC(=C1C(=O)OCC)C)N(N=C2)CC (Ethyl 4-chloro-1-ethyl-6-methyl-1H-pyrazolo[3,4-b]pyridine-5 carboxylate). As a reaction SMILES: [NH2:1][C:2]1[N:6]([CH2:7][CH3:8])[N:5]=[CH:4][CH:3]=1.C(O[C:12](=[C:14]([C:20]([O:22][CH2:23][CH3:24])=[O:21])[C:15](OCC)=O)[CH3:13])C.P(Cl)(Cl)([Cl:27])=O>>[Cl:27][C:15]1[C:14]([C:20]([O:22][CH2:23][CH3:24])=[O:21])=[C:12]([CH3:13])[N:1]=[C:2]2[N:6]([CH2:7][CH3:8])[N:5]=[CH:4][C:3]=12. Procedure details: A mixture of 5-amino-1-ethylpyrazole (1.614 g, 14.5 mmol) and diethyl 2-(1-ethoxyethylidene)malonate (3.68 g, 16.0 mmol, as described by P. P. T. Sah, J. Amer. Chem. Soc., 1931, 5, 1836) was heated at 150° C. under Dean Stark conditions for 5 hours. Phosphorous oxychloride (25 ml) was carefully added to the mixture and the resulting solution was heated at 130° C. under reflux for 18 hours. The mixture was concentrated in vacuo, then the residual oil was carefully added, with cooling, to water (1... Starting materials: FC1=CC=C(C=C1)C1=NOC(=C1/C=C/C=1C=C(N(N1)C)C(=O)O)C (5-{(E)-2-[3-(4-fluoro-phenyl)-5-methyl-isoxazol-4-yl]-vinyl}-2-methyl-2H-pyrazole-3-carboxylic acid), NC1CCOCC1 (4-aminotetrahydropyran). Product: O1CCC(CC1)NC(=O)C=1N(N=C(C1)\C=C\C=1C(=NOC1C)C1=CC=C(C=C1)F)C (5-{(E)-2-[3-(4-Fluoro-phenyl)-5-methyl-isoxazol-4-yl]vinyl}-2-methyl-2H-pyrazole-3-carboxylic acid (tetrahydro-pyran-4-yl)-amide). Isolated yield 32.0%. RXN SMILES: [F:1][C:2]1[CH:7]=[CH:6][C:5]([C:8]2[C:12](/[CH:13]=[CH:14]/[C:15]3[CH:16]=[C:17]([C:21]([OH:23])=O)[N:18]([CH3:20])[N:19]=3)=[C:11]([CH3:24])[O:10][N:9]=2)=[CH:4][CH:3]=1.[NH2:25][CH:26]1[CH2:31][CH2:30][O:29][CH2:28][CH2:27]1>>[O:29]1[CH2:30][CH2:31][CH:26]([NH:25][C:21]([C:17]2[N:18]([CH3:20])[N:19]=[C:15](/[CH:14]=[CH:13]/[C:12]3[C:8]([C:5]4[CH:6]=[CH:7][C:2]([F:1])=[CH:3][CH:4]=4)=[N:9][O:10][C:11]=3[CH3:24])[CH:16]=2)=[O:23])[CH2:27][CH2:28]1. Procedure details: As described for example 122, 5-{(E)-2-[3-(4-fluoro-phenyl)-5-methyl-isoxazol-4-yl]-vinyl}-2-methyl-2H-pyrazole-3-carboxylic acid was converted, using 4-aminotetrahydropyran instead of isopropylamine, to the title compound (13 mg, 32%) which was obtained as a white solid. MS: m/e=411.2 [M+H]+.